From a dataset of the Open Reaction Database (ORD), a public repository of structured organic reaction records. describe an organic reaction: reactants, conditions, products, and yield The reactants are CC1=C(C(=CC=C1)C)C(=O)O.CC1=C(C(=O)OC)C=CC=C1 (methyl o-methylbenzoate (methyl o-toluate)), BrN1C(CCC1=O)=O (N-bromosuccinimide). The reagents and catalysts are CC(C)(C#N)N=NC(C)(C)C#N (AIBN). The solvent is C(Cl)Cl (CH2Cl2), C(Cl)(Cl)(Cl)Cl (CCl4). Yields the product COC(C1=C(C=CC=C1)CBr)=O (Methyl-2-bromomethylbenzoate). Yield: 73.0%. RXN SMILES: CC1C=CC=C(C)C=1C(O)=O.[CH3:12][C:13]1[CH:22]=[CH:21][CH:20]=[CH:19][C:14]=1[C:15]([O:17][CH3:18])=[O:16].[Br:23]N1C(=O)CCC1=O>C(Cl)(Cl)(Cl)Cl.C(Cl)Cl.CC(N=NC(C#N)(C)C)(C#N)C>[CH3:18][O:17][C:15](=[O:16])[C:14]1[CH:19]=[CH:20][CH:21]=[CH:22][C:13]=1[CH2:12][Br:23] |f:0.1|. Reported procedure: To a solution of 2.3 g (15.3 mmol) of methyl o-methylbenzoate (methyl o-toluate) in 20 mL of refluxing CCl4 was added 3 g of N-bromosuccinimide and 0.10 g AIBN. After 2.5 hours the mixture was cooled, diluted with 500 mL of CH2Cl2 and washed with 200 mL of H2O and 200 mL Of brine. The organic phase was dried over MgSO4, filtered and concentrated in vacuo. The resultant oil was flash chromatographed with 5:1 hexane/ethyl acetate to yield the titled compound (2.56 g, 73%). Reactants: FCCCCBr (fluorobutyl bromide), [Mg] (magnesium), Cl[SiH]1CCC(CC1)C1=CC=C(C=C1)C1=CC=C(C=C1)OC(F)(F)F (4'-(4-chloro-4-silacyclohexyl)-4-trifluoromethoxybiphenyl). Run in C1CCOC1 (THF), C1CCOC1 (THF). Product: FCCCC[Si@@H]1CC[C@H](CC1)C1=CC=C(C=C1)C1=CC=C(C=C1)OC(F)(F)F (4'-(trans-4-(4-fluorobutyl)-4-silacyclohexyl)-4-trifluoromethoxybiphenyl). Yield: 71.0%. As a reaction SMILES: [F:1][CH2:2][CH2:3][CH2:4][CH2:5]Br.[Mg].Cl[SiH:9]1[CH2:14][CH2:13][CH:12]([C:15]2[CH:20]=[CH:19][C:18]([C:21]3[CH:26]=[CH:25][C:24]([O:27][C:28]([F:31])([F:30])[F:29])=[CH:23][CH:22]=3)=[CH:17][CH:16]=2)[CH2:11][CH2:10]1>C1COCC1>[F:1][CH2:2][CH2:3][CH2:4][CH2:5][Si@H:9]1[CH2:14][CH2:13][C@H:12]([C:15]2[CH:16]=[CH:17][C:18]([C:21]3[CH:26]=[CH:25][C:24]([O:27][C:28]([F:29])([F:30])[F:31])=[CH:23][CH:22]=3)=[CH:19][CH:20]=2)[CH2:11][CH2:10]1. Reported procedure: 3.1 g (20 mmol) of fluorobutyl bromide was dripped into a mixture of 0.5 g of magnesium (21 mmol) and 50 ml of THF to obtain a Grignard's reagent. This solution was then dripped into a 50 ml THF solution of 7.4 g (20 mmol) of 4'-(4-chloro-4-silacyclohexyl)-4-trifluoromethoxybiphenyl to obtain 4'-(trans-4-(4-fluorobutyl)-4-silacyclohexyl)-4-trifluoromethoxybiphenyl. The silacyclohexane rings of this product were a mixture of trans isomers and cis isomers. They were separated by means of chromatog... The reactants are NC1=CC=C(C=C1)C1=C(NC2=CN=CC=C21)C(=O)N (3-(4-aminophenyl)-1H-pyrrolo[2,3-c]pyridine-2-carboxamide), FC=1C=C(C=CC1)N=C=O (3-fluorophenyl isocyanate). Product: pale yellow solid, FC=1C=C(C=CC1)NC(NC1=CC=C(C=C1)C1=C(NC2=CN=CC=C21)C(=O)N)=O (3-{4-[3-(3-fluorophenyl)ureido]phenyl}-1H-pyrrolo[2,3-c]pyridine-2-carboxamide). As a reaction SMILES: [NH2:1][C:2]1[CH:7]=[CH:6][C:5]([C:8]2[C:16]3[C:11](=[CH:12][N:13]=[CH:14][CH:15]=3)[NH:10][C:9]=2[C:17]([NH2:19])=[O:18])=[CH:4][CH:3]=1.[F:20][C:21]1[CH:22]=[C:23]([N:27]=[C:28]=[O:29])[CH:24]=[CH:25][CH:26]=1>>[F:20][C:21]1[CH:22]=[C:23]([NH:27][C:28](=[O:29])[NH:1][C:2]2[CH:3]=[CH:4][C:5]([C:8]3[C:16]4[C:11](=[CH:12][N:13]=[CH:14][CH:15]=4)[NH:10][C:9]=3[C:17]([NH2:19])=[O:18])=[CH:6][CH:7]=2)[CH:24]=[CH:25][CH:26]=1. Procedure: 63 mg of pale yellow solid 3-{4-[3-(3-fluorophenyl)ureido]phenyl}-1H-pyrrolo[2,3-c]pyridine-2-carboxamide are prepared as described in Example 1 starting with 3-(4-aminophenyl)-1H-pyrrolo[2,3-c]pyridine-2-carboxamide and 3-fluorophenyl isocyanate. The reactants are N(=O)OCCC(C)C (isoamyl nitrite), NC1=C(N=CN1[C@@H]([C@H](C)O)CO)C(=O)OCC (ethyl 5-amino-1-[(1R,2S)-2-hydroxy-1-(hydroxymethyl)propyl]-1H-imidazole-4-carboxylate). Run in O1CCCC1 (tetrahydrofuran), O1CCCC1 (tetrahydrofuran). Product: O[C@H]([C@@H](CO)N1C=NC(=C1)C(=O)OCC)C (ethyl 1-[(1R,2S)-2-hydroxy-1-(hydroxymethyl)propyl]-1H-imidazole-4-carboxylate). Isolated yield 57.9%. Reaction SMILES: N(OCCC(C)C)=O.N[C:10]1[N:14]([C@H:15]([CH2:19][OH:20])[C@@H:16]([OH:18])[CH3:17])[CH:13]=[N:12][C:11]=1[C:21]([O:23][CH2:24][CH3:25])=[O:22]>O1CCCC1>[OH:18][C@@H:16]([CH3:17])[C@H:15]([N:14]1[CH:10]=[C:11]([C:21]([O:23][CH2:24][CH3:25])=[O:22])[N:12]=[CH:13]1)[CH2:19][OH:20]. Procedure details: To a refluxing solution of isoamyl nitrite (1.5 mL) in tetrahydrofuran (4.6 mL) was added a solution of ethyl 5-amino-1-[(1R,2S)-2-hydroxy-1-(hydroxymethyl)propyl]-1H-imidazole-4-carboxylate (0.92 g) in tetrahydrofuran (23 mL) dropwise over 45 minutes, and the mixture was refluxed for 75 minutes. The reaction mixture was cooled to ambient temperature and concentrated in vacuo. The residue was purified by column chromatography on silica gel (gradient elution; 10:1 to 5:1 chloroform-1% ammonium hy... The reactants are CC=1NC(=C(C(C1C(=O)O)C1=CC(=CC=C1)[N+](=O)[O-])C(=O)OC)C (1,4-dihydro-2,6-dimethyl-5-methoxycarbonyl-4-(3-nitrophenyl) pyridine-3-carboxylic acid), P(Cl)(Cl)(Cl)(Cl)Cl (phosphorus pentachloride), C(C=1C(N)=CC=CC1)(=O)OCC (ethyl anthranilate). Run in ClCCl (dichloromethane). Conditions: time 1 hour. The product is CC=1NC(=C(C(C1C(=O)NC1=C(C(=O)OCC)C=CC=C1)C1=CC(=CC=C1)[N+](=O)[O-])C(=O)OC)C (ethyl 2-[N-[1,4-dihydro-2,6-dimethy1-5-methoxycarbonyl-4-(3-nitrophenyl)pyridine-3-carbonyl]amino]-benzoate). Yield: 101.4%. As a reaction SMILES: [CH3:1][C:2]1[NH:3][C:4]([CH3:24])=[C:5]([C:20]([O:22][CH3:23])=[O:21])[CH:6]([C:11]2[CH:16]=[CH:15][CH:14]=[C:13]([N+:17]([O-:19])=[O:18])[CH:12]=2)[C:7]=1[C:8](O)=[O:9].P(Cl)(Cl)(Cl)(Cl)Cl.[C:31]([O:40][CH2:41][CH3:42])(=[O:39])[C:32]1[C:33](=[CH:35][CH:36]=[CH:37][CH:38]=1)[NH2:34]>ClCCl>[CH3:1][C:2]1[NH:3][C:4]([CH3:24])=[C:5]([C:20]([O:22][CH3:23])=[O:21])[CH:6]([C:11]2[CH:16]=[CH:15][CH:14]=[C:13]([N+:17]([O-:19])=[O:18])[CH:12]=2)[C:7]=1[C:8]([NH:34][C:33]1[CH:35]=[CH:36][CH:37]=[CH:38][C:32]=1[C:31]([O:40][CH2:41][CH3:42])=[O:39])=[O:9]. Reported procedure: Under an ice-cooled condition, 332 mg (1 mmol) of 1,4-dihydro-2,6-dimethyl-5-methoxycarbonyl-4-(3-nitrophenyl) pyridine-3-carboxylic acid was suspended in dried dichloromethane. The mixture was stirred with addition of 229 mg (1.1 mmol) of phosphorus pentachloride little by little for one hour. At -30°C., 1650 mg (10 mmol) of ethyl anthranilate was added to the reaction mixture. The reaction mixture was further stirred at room temperature for one hour. After washing with water, the raction mixtu... The reactants are C(C1=CC=CC=C1)NC=1C=2N=CN([C@H]3[C@H](O)[C@H](O)[C@@H](CO)O3)C2N=CN1 (N6 -Benzyladenosine), ClC1=CC(=CC=C1)C(=O)OO (m-chloroperbenzoic acid). The solvent is C(C)(=O)O (acetic acid). Conditions: time 2 day. Product: C(C1=CC=CC=C1)NC1=C2N=CN([C@H]3[C@H](O)[C@H](O)[C@@H](CO)O3)C2=NC=[N+]1[O-] (N6 -benzyladenosine-N1 -oxide). The yield is 27.9%. RXN SMILES: [CH2:1]([NH:8][C:9]1[C:10]2[N:11]=[CH:12][N:13]([C:23]=2[N:24]=[CH:25][N:26]=1)[C@@H:14]1[O:22][C@H:19]([CH2:20][OH:21])[C@@H:17]([OH:18])[C@H:15]1[OH:16])[C:2]1[CH:7]=[CH:6][CH:5]=[CH:4][CH:3]=1.ClC1C=CC=C(C(OO)=[O:35])C=1>C(O)(=O)C>[CH2:1]([NH:8][C:9]1[N+:26]([O-:35])=[CH:25][N:24]=[C:23]2[C:10]=1[N:11]=[CH:12][N:13]2[C@@H:14]1[O:22][C@H:19]([CH2:20][OH:21])[C@@H:17]([OH:18])[C@H:15]1[OH:16])[C:2]1[CH:3]=[CH:4][CH:5]=[CH:6][CH:7]=1. Procedure details: N6 -Benzyladenosine (25 mg, 70 μmol) and m-chloroperbenzoic acid (38 mg, 220 μmol) were dissolved in 1 ml acetic acid. The resulting solution was stirred at room temperature for 2 days. The solvent was evaporated under a stream of nitrogen, and the residue was dissolved in a minimum of methanol and chromatographed on a silica plate (250μ) using acetonitrile:water, 4:1 (v/v). The UV absorbing band at Rf =0.53 was extracted with methanol to provide 7.3 mg (28% yield) of N6 -benzyladenosine-N1 -oxi... The reactants are c1ccc2c(c1)CCN2, CC(=O)O, ClCCCl, [Na+], CC(C)(C)OC(=O)N1CCC(=O)CC1, [OH-]. The product is CC(C)(C)OC(=O)N1CCC(N2CCc3ccccc32)CC1. As a reaction SMILES: [CH2:1]1[CH2:2][c:3]2[cH:4][cH:5][cH:6][cH:7][c:8]2[NH:9]1.[CH3:24][C:25](=[O:26])[OH:27].[Cl:30][CH2:31][CH2:32][Cl:33].[Na+:29].[O:10]=[C:11]1[CH2:12][CH2:13][N:14]([C:17](=[O:18])[O:19][C:20]([CH3:21])([CH3:22])[CH3:23])[CH2:15][CH2:16]1.[OH-:28]>>[CH2:1]1[CH2:2][c:3]2[cH:4][cH:5][cH:6][cH:7][c:8]2[N:9]1[CH:11]1[CH2:12][CH2:13][N:14]([C:17](=[O:18])[O:19][C:20]([CH3:21])([CH3:22])[CH3:23])[CH2:15][CH2:16]1. The reactants are OB(O)c1ccc(Cl)cc1, CC1(C)CCC(Cl)=C(C=O)C1, [Pd]. The product is CC1(C)CCC(c2ccc(Cl)cc2)=C(C=O)C1. Reaction SMILES: [Cl:12][c:13]1[cH:14][cH:15][c:16]([B:19]([OH:20])[OH:21])[cH:17][cH:18]1.[Cl:1][C:2]1=[C:3]([CH:10]=[O:11])[CH2:4][C:5]([CH3:8])([CH3:9])[CH2:6][CH2:7]1.[Pd:22]>>[C:2]1([c:16]2[cH:15][cH:14][c:13]([Cl:12])[cH:18][cH:17]2)=[C:3]([CH:10]=[O:11])[CH2:4][C:5]([CH3:8])([CH3:9])[CH2:6][CH2:7]1.